This data is from the Open Reaction Database (ORD), a public repository of structured organic reaction records. The task is: describe an organic reaction: reactants, conditions, products, and yield The product is Cc1nc(C(=O)N2CC3CC(C)CC3C2CNC(=O)c2c(C)nc3sccn23)c(-c2ccc(F)cc2)s1. The reactants are Cc1nc2sccn2c1C(=O)NCC1NCC2CC(C)CC21, Cc1nc(C(=O)O)c(-c2ccc(F)cc2)s1. As a reaction SMILES: [CH3:1][CH:2]1[CH2:3][CH:4]2[CH2:5][NH:6][CH:7]([CH2:10][NH:11][C:12](=[O:13])[c:14]3[c:15]([CH3:22])[n:16][c:17]4[s:18][cH:19][cH:20][n:21]34)[CH:8]2[CH2:9]1.[F:23][c:24]1[cH:25][cH:26][c:27](-[c:30]2[c:31]([C:36](=[O:37])[OH:38])[n:32][c:33]([CH3:35])[s:34]2)[cH:28][cH:29]1>>[CH3:1][CH:2]1[CH2:3][CH:4]2[CH2:5][N:6]([C:36]([c:31]3[c:30](-[c:27]4[cH:26][cH:25][c:24]([F:23])[cH:29][cH:28]4)[s:34][c:33]([CH3:35])[n:32]3)=[O:37])[CH:7]([CH2:10][NH:11][C:12](=[O:13])[c:14]3[c:15]([CH3:22])[n:16][c:17]4[s:18][cH:19][cH:20][n:21]34)[CH:8]2[CH2:9]1. The reactants are BrC1=C(OCC#N)C=CC=C1 (2-(2-bromophenoxy)acetonitrile). Run in O1CCCC1 (tetrahydrofuran), O1CCCC1 (tetrahydrofuran). Reaction conditions: temperature 0 celsius. The product is BrC1=C(OCCN)C=CC=C1 (2-(2-Bromophenoxy)ethanamine). RXN SMILES: [Br:1][C:2]1[CH:11]=[CH:10][CH:9]=[CH:8][C:3]=1[O:4][CH2:5][C:6]#[N:7]>O1CCCC1>[Br:1][C:2]1[CH:11]=[CH:10][CH:9]=[CH:8][C:3]=1[O:4][CH2:5][CH2:6][NH2:7]. Procedure details: Into a 500-mL 3-necked round-bottom flask purged and maintained with an inert atmosphere of nitrogen, was placed a solution of 2-(2-bromophenoxy)acetonitrile (5.63 g, 26.68 mmol, 1.00 equiv) in tetrahydrofuran (20 mL). This was followed by the addition of BH3 in tetrahydrofuran (143 mL, 5.30 equiv) dropwise with stirring at 0° C. The resulting solution was stirred overnight at 20° C. in an oil bath and quenched by the addition of water (10 ml). The resulting mixture was concentrated under vacuum... Reactants: FC(C(=O)O)(F)F (Trifluoroacetic acid), C1(=CC=C(C=C1)NC1=C(C(=O)OC(C)(C)C)C=CC(=C1)CCC1=CC=CC=C1)C1=CC=CC=C1 (tert-butyl 2-((biphenyl-4-yl)amino)-4-phenethylbenzoate). Solvent: ClCCl (dichloromethane). Conditions: time 30 minute. The product is C1(=CC=C(C=C1)NC1=C(C(=O)O)C=CC(=C1)CCC1=CC=CC=C1)C1=CC=CC=C1 (2-((biphenyl-4-yl)amino)-4-phenethylbenzoic acid). Yield: 61.7%. As a reaction SMILES: FC(F)(F)C(O)=O.[C:8]1([C:36]2[CH:41]=[CH:40][CH:39]=[CH:38][CH:37]=2)[CH:13]=[CH:12][C:11]([NH:14][C:15]2[CH:27]=[C:26]([CH2:28][CH2:29][C:30]3[CH:35]=[CH:34][CH:33]=[CH:32][CH:31]=3)[CH:25]=[CH:24][C:16]=2[C:17]([O:19]C(C)(C)C)=[O:18])=[CH:10][CH:9]=1>ClCCl>[C:8]1([C:36]2[CH:37]=[CH:38][CH:39]=[CH:40][CH:41]=2)[CH:13]=[CH:12][C:11]([NH:14][C:15]2[CH:27]=[C:26]([CH2:28][CH2:29][C:30]3[CH:35]=[CH:34][CH:33]=[CH:32][CH:31]=3)[CH:25]=[CH:24][C:16]=2[C:17]([OH:19])=[O:18])=[CH:10][CH:9]=1. Procedure details: Trifluoroacetic acid 2.0 mL was added to dichloromethane 2.0 mL solution of tert-butyl 2-((biphenyl-4-yl)amino)-4-phenethylbenzoate 50 mg, and it was stirred at room temperature for 4 hours and 30 minutes. The solvent was removed under reduced pressure,diisopropyl ether was added to the obtained residue, and solid matter was filtrated to give 2-((biphenyl-4-yl)amino)-4-phenethylbenzoic acid 27 mg of a yellow solid. The reactants are OCC1CN(Cc2ccccc2)CCC12OCCO2, [Na+], [OH-], O, O=S(=O)(O)O. Yields the product O=C1CCN(Cc2ccccc2)CC1CO. Reaction SMILES: [CH2:1]([c:2]1[cH:3][cH:4][cH:5][cH:6][cH:7]1)[N:8]1[CH2:9][CH:10]([CH2:18][OH:19])[C:11]2([CH2:12][CH2:13]1)[O:14][CH2:17][CH2:16][O:15]2.[Na+:26].[OH-:25].[OH2:27].[S:20](=[O:21])(=[O:22])([OH:23])[OH:24]>>[CH2:1]([c:2]1[cH:3][cH:4][cH:5][cH:6][cH:7]1)[N:8]1[CH2:9][CH:10]([CH2:18][OH:19])[C:11](=[O:14])[CH2:12][CH2:13]1. Starting materials: FC1=C(COCCCCO)C=C(C=C1)Br (4-(2-fluoro-5-bromobenzyloxy)butanol), C1(=CC=CC=C1)P(C1=CC=CC=C1)C1=CC=CC=C1 (triphenylphosphine), C(Br)(Br)(Br)Br (carbon tetrabromide). Run in C(C)OCC (diethyl ether). Reaction conditions: time 30 hour. Yields the product FC1=C(COCCCCBr)C=C(C=C1)Br (4-(2-fluoro-5-bromobenzyloxy)butyl bromide). RXN SMILES: [F:1][C:2]1[CH:14]=[CH:13][C:12]([Br:15])=[CH:11][C:3]=1[CH2:4][O:5][CH2:6][CH2:7][CH2:8][CH2:9]O.C1(P(C2C=CC=CC=2)C2C=CC=CC=2)C=CC=CC=1.C(Br)(Br)(Br)[Br:36]>C(OCC)C>[F:1][C:2]1[CH:14]=[CH:13][C:12]([Br:15])=[CH:11][C:3]=1[CH2:4][O:5][CH2:6][CH2:7][CH2:8][CH2:9][Br:36]. Procedure details: A solution of 4-(2-fluoro-5-bromobenzyloxy)butanol (7.03 g, 26.3 mmol) in diethyl ether (88 ml) was treated with triphenylphosphine (8.97 g, 34.2 mmol) and carbon tetrabromide (11.3 g, 34.2 mmol). The cloudy solution was stirred at ambient temperature for about 30 hours. The precipitate was removed by filtration and the filtrate was concentrated. The desired title intermediate was purified from the filtrate by bulb to bulb distillation. Starting materials: CC(C)(C)OC(=O)N1Cc2cc3c(cc2CC1C(=O)O)OCC(c1ccc(OCC2CCCCC2)cc1)O3, COC(=O)C(N)Cc1ccc(Oc2ccnc(C)c2C)cc1, Cl, Cl. Yields the product COC(=O)C(Cc1ccc(Oc2ccnc(C)c2C)cc1)NC(=O)C1Cc2cc3c(cc2CN1C(=O)OC(C)(C)C)OC(c1ccc(OCC2CCCCC2)cc1)CO3. RXN SMILES: [C:1]([CH3:2])([CH3:3])([CH3:4])[O:5][C:6](=[O:7])[N:8]1[CH2:9][c:10]2[cH:11][c:12]3[c:13]([cH:14][c:15]2[CH2:16][CH:17]1[C:18](=[O:19])[OH:20])[O:21][CH2:22][CH:23]([c:25]1[cH:26][cH:27][c:28]([O:31][CH2:32][CH:33]2[CH2:34][CH2:35][CH2:36][CH2:37][CH2:38]2)[cH:29][cH:30]1)[O:24]3.[CH3:41][O:42][C:43]([CH:44]([CH2:45][c:46]1[cH:47][cH:48][c:49]([O:52][c:53]2[c:54]([CH3:60])[c:55]([CH3:59])[n:56][cH:57][cH:58]2)[cH:50][cH:51]1)[NH2:61])=[O:62].[ClH:39].[ClH:40]>>[C:1]([CH3:2])([CH3:3])([CH3:4])[O:5][C:6](=[O:7])[N:8]1[CH2:9][c:10]2[cH:11][c:12]3[c:13]([cH:14][c:15]2[CH2:16][CH:17]1[C:18](=[O:19])[NH:61][CH:44]([C:43]([O:42][CH3:41])=[O:62])[CH2:45][c:46]1[cH:47][cH:48][c:49]([O:52][c:53]2[c:54]([CH3:60])[c:55]([CH3:59])[n:56][cH:57][cH:58]2)[cH:50][cH:51]1)[O:21][CH2:22][CH:23]([c:25]1[cH:26][cH:27][c:28]([O:31][CH2:32][CH:33]2[CH2:34][CH2:35][CH2:36][CH2:37][CH2:38]2)[cH:29][cH:30]1)[O:24]3. The product is CCN1CCCN(c2ncc(C(=O)Nc3cc(CCc4cc(OC)cc(OC)c4)n[nH]3)cn2)CC1. As a reaction SMILES: [CH2:5]([CH3:6])[N:7]1[CH2:8][CH2:9][N:10]([c:14]2[n:15][cH:16][c:17]([C:20]([O:22][CH3:21])=[O:23])[cH:18][n:19]2)[CH2:11][CH2:12][CH2:13]1.[CH3:1][Al:2]([CH3:3])[CH3:4].[CH3:24][O:25][c:26]1[cH:27][c:28]([CH2:34][CH2:35][c:36]2[cH:37][c:38]([NH2:41])[nH:39][n:40]2)[cH:29][c:30]([O:32][CH3:33])[cH:31]1.[CH3:42][c:43]1[cH:44][cH:45][cH:46][cH:47][cH:48]1>>[CH2:5]([CH3:6])[N:7]1[CH2:8][CH2:9][N:10]([c:14]2[n:15][cH:16][c:17]([C:20](=[O:22])[NH:41][c:38]3[cH:37][c:36]([CH2:35][CH2:34][c:28]4[cH:27][c:26]([O:25][CH3:24])[cH:31][c:30]([O:32][CH3:33])[cH:29]4)[n:40][nH:39]3)[cH:18][n:19]2)[CH2:11][CH2:12][CH2:13]1. The reactants are CCN1CCCN(c2ncc(C(=O)OC)cn2)CC1, C[Al](C)C, COc1cc(CCc2cc(N)[nH]n2)cc(OC)c1, Cc1ccccc1. The reactants are CC(Cl)c1cccnc1, OC%13=CC%14=C(N=N%13)C=C(OC)C=C%14. Reagents/catalysts: O=C([O-])[O-].[Cs+].[Cs+] (cesium carbonate), [I-].[K+] (potassium iodide). Solvent: CN(C)C=O (DMF), CN(C)C=O (dmf), CN(C)C=O (DMF). Conditions: temperature 70 celsius, time 16 hour. Product: CC(C%20=CC=CN=C%20)OC%21=CC%22=C(N=N%21)C=C(OC)C=C%22. The reactants are ClC1=CC=C(C=C1)C(CC(C(=O)OC)=O)=O (methyl 4-[4-(chloro)phenyl]-2,4-dioxobutanoate), C1=CC(=CC=C1NN)S(=O)(=O)N.Cl (4-sulfonamidophenylhydrazine hydrochloride). Solvent: CO (methanol). Run at temperature 0 celsius, time 16 hour. Yields the product NS(=O)(=O)C1=CC=C(C=C1)N1N=C(C=C1C1=CC=C(C=C1)Cl)C(=O)OC (methyl (1-(4-aminosulfonylphenyl)-5-(4-chlorophenyl)-1H-pyrazole-3-yl]carboxylate). The yield is 97.0%. RXN SMILES: [Cl:1][C:2]1[CH:7]=[CH:6][C:5]([C:8](=O)[CH2:9][C:10](=O)[C:11]([O:13][CH3:14])=[O:12])=[CH:4][CH:3]=1.[CH:17]1[C:22]([NH:23][NH2:24])=[CH:21][CH:20]=[C:19]([S:25]([NH2:28])(=[O:27])=[O:26])[CH:18]=1.Cl>CO>[NH2:28][S:25]([C:19]1[CH:18]=[CH:17][C:22]([N:23]2[C:8]([C:5]3[CH:6]=[CH:7][C:2]([Cl:1])=[CH:3][CH:4]=3)=[CH:9][C:10]([C:11]([O:13][CH3:14])=[O:12])=[N:24]2)=[CH:21][CH:20]=1)(=[O:27])=[O:26] |f:1.2|. Procedure: A 100 mL round-bottomed flask equipped with magnetic stirrer and nitrogen inlet was charged with methyl 4-[4-(chloro)phenyl]-2,4-dioxobutanoate from Step 1 (5.0 g, 20.78 mmol), 4-sulfonamidophenylhydrazine hydrochloride (5.11 g, 22.86 mmol) and methanol (50 mL). The reaction vessel was heated to reflux and held for 16 hours. A precipitate formed overnight. The suspension was cooled to 0° C., held for 0.5 hour, filtered and washed with cold water to provide, after air-drying, 7.91 g (91%) of crud...